From a dataset of the Open Reaction Database (ORD), a public repository of structured organic reaction records. describe an organic reaction: reactants, conditions, products, and yield Starting materials: C1(=CC=CC=C1)C1=COC2=C1C=CC(=C2CCC)OCCC=2NC1=CC=C(C=C1C2)CC(=O)OC (methyl 2-(2-(3-phenyl-7-propylbenzofuran-6-yloxy)-ethyl)-indole-5-acetate), Cl (HCl). Run in C(C)(=O)OCC (ethyl acetate), CO (methanol), [Li+].[OH-] (LiOH). Yields the product C1(=CC=CC=C1)C1=COC2=C1C=CC(=C2CCC)OCCC=2NC1=CC=C(C=C1C2)CC(=O)O (2-(2-(3-Phenyl-7-propylbenzofuran-6-yloxy)ethyl)indole-5-acetic Acid). Isolated yield 0.1%. RXN SMILES: [C:1]1([C:7]2[C:11]3[CH:12]=[CH:13][C:14]([O:19][CH2:20][CH2:21][C:22]4[NH:23][C:24]5[C:29]([CH:30]=4)=[CH:28][C:27]([CH2:31][C:32]([O:34]C)=[O:33])=[CH:26][CH:25]=5)=[C:15]([CH2:16][CH2:17][CH3:18])[C:10]=3[O:9][CH:8]=2)[CH:6]=[CH:5][CH:4]=[CH:3][CH:2]=1.Cl>CO.[Li+].[OH-].C(OCC)(=O)C>[C:1]1([C:7]2[C:11]3[CH:12]=[CH:13][C:14]([O:19][CH2:20][CH2:21][C:22]4[NH:23][C:24]5[C:29]([CH:30]=4)=[CH:28][C:27]([CH2:31][C:32]([OH:34])=[O:33])=[CH:26][CH:25]=5)=[C:15]([CH2:16][CH2:17][CH3:18])[C:10]=3[O:9][CH:8]=2)[CH:2]=[CH:3][CH:4]=[CH:5][CH:6]=1 |f:3.4|. Procedure: A solution of 18.6 mg (39.8 mmol) of methyl 2-(2-(3-phenyl-7-propylbenzofuran-6-yloxy)-ethyl)-indole-5-acetate in ca. 2.0 ml of methanol and 1 M aqueous LiOH (79.6 uL) was heated at 60° C. for 16 hours. The mixture was diluted with ethyl acetate and acidified to pH 5-6 with 1 M HCl, washed with water (2 times), brine (1 time) and dried over sodium sulfate and concentrated to afford 11.6 mg of the title compound. (mp=129-130° C.). Starting materials: CO, CCOC(C)=O, O=[N+]([O-])c1ccn(Cc2cccnc2)n1, NN, O. Yields the product Nc1ccn(Cc2cccnc2)n1. As a reaction SMILES: [CH3:18][OH:19].[CH3:20][CH2:21][O:22][C:23](=[O:24])[CH3:25].[N+:1]([O-:2])(=[O:3])[c:4]1[n:5][n:6]([CH2:9][c:10]2[cH:11][n:12][cH:13][cH:14][cH:15]2)[cH:7][cH:8]1.[NH2:16][NH2:17].[OH2:26]>>[NH2:1][c:4]1[n:5][n:6]([CH2:9][c:10]2[cH:11][n:12][cH:13][cH:14][cH:15]2)[cH:7][cH:8]1. Reactants: C1(CC1)C1=CN=C(C(=N1)C(=O)NC1=C(N(N=C1)C)C(=O)O)NC=1C=NC=NC1 (4-{[6-Cyclopropyl-3-(pyrimidin-5-ylamino)-pyrazine-2-carbonyl]-amino}-2-methyl-2H-pyrazole-3-carboxylic acid), O1[C@@H](CCC1)CN ((S)-(tetrahydrofuran-2-yl)methanamine). Product: CN1N=CC(=C1C(NC[C@H]1OCCC1)=O)NC(=O)C1=NC(=CN=C1NC=1C=NC=NC1)C1CC1 (6-Cyclopropyl-3-(pyrimidin-5-ylamino)-pyrazine-2-carboxylic acid (1-methyl-5-{[(S)-1-(tetrahydro-furan-2-yl)methyl]-carbamoyl}-1H-pyrazol-4-yl)-amide). As a reaction SMILES: [CH:1]1([C:4]2[N:9]=[C:8]([C:10]([NH:12][C:13]3[CH:17]=[N:16][N:15]([CH3:18])[C:14]=3[C:19]([OH:21])=O)=[O:11])[C:7]([NH:22][C:23]3[CH:24]=[N:25][CH:26]=[N:27][CH:28]=3)=[N:6][CH:5]=2)[CH2:3][CH2:2]1.[O:29]1[CH2:33][CH2:32][CH2:31][C@H:30]1[CH2:34][NH2:35]>>[CH3:18][N:15]1[C:14]([C:19](=[O:21])[NH:35][CH2:34][C@@H:30]2[CH2:31][CH2:32][CH2:33][O:29]2)=[C:13]([NH:12][C:10]([C:8]2[C:7]([NH:22][C:23]3[CH:24]=[N:25][CH:26]=[N:27][CH:28]=3)=[N:6][CH:5]=[C:4]([CH:1]3[CH2:3][CH2:2]3)[N:9]=2)=[O:11])[CH:17]=[N:16]1. Procedure: The product was obtained starting from 4-{[6-cyclopropyl-3-(pyrimidin-5-ylamino)-pyrazine-2-carbonyl]-amino}-2-methyl-2H-pyrazole-3-carboxylic acid (30 mg, 79 μmol; example 236, step 3) and (S)-(tetrahydrofuran-2-yl)methanamine (15 μl, 142 μmol) according to the method described in example 64, step 6 after purification by preparative HPLC using an acetonitrile/water gradient as yellow solid (31 mg, 84%). Starting materials: FC(S(=O)(=O)OC=1C(=NC=CC1)C(=O)OC)(F)F (methyl 3-{[(trifluoromethyl)sulfonyl]oxy}pyridine-2-carboxylate), C([O-])([O-])=O.[K+].[K+] (potassium carbonate), C1(=CC=CC=C1)B(O)O (phenyl boronic acid). The reagents and catalysts are C=1C=CC(=CC1)[P](C=2C=CC=CC2)(C=3C=CC=CC3)[Pd]([P](C=4C=CC=CC4)(C=5C=CC=CC5)C=6C=CC=CC6)([P](C=7C=CC=CC7)(C=8C=CC=CC8)C=9C=CC=CC9)[P](C=1C=CC=CC1)(C=1C=CC=CC1)C=1C=CC=CC1 (tetrakis(triphenylphosphine)palladium(0)). Run in C1(=CC=CC=C1)C (toluene). Yields the product C1(=CC=CC=C1)C=1C(=NC=CC1)C(=O)OC (methyl 3-phenylpyridine-2-carboxylate). Yield: 79.7%. As a reaction SMILES: FC(F)(F)S(O[C:7]1[C:8]([C:13]([O:15][CH3:16])=[O:14])=[N:9][CH:10]=[CH:11][CH:12]=1)(=O)=O.C(=O)([O-])[O-].[K+].[K+].[C:25]1(B(O)O)[CH:30]=[CH:29][CH:28]=[CH:27][CH:26]=1>C1(C)C=CC=CC=1.C1C=CC([P]([Pd]([P](C2C=CC=CC=2)(C2C=CC=CC=2)C2C=CC=CC=2)([P](C2C=CC=CC=2)(C2C=CC=CC=2)C2C=CC=CC=2)[P](C2C=CC=CC=2)(C2C=CC=CC=2)C2C=CC=CC=2)(C2C=CC=CC=2)C2C=CC=CC=2)=CC=1>[C:25]1([C:7]2[C:8]([C:13]([O:15][CH3:16])=[O:14])=[N:9][CH:10]=[CH:11][CH:12]=2)[CH:30]=[CH:29][CH:28]=[CH:27][CH:26]=1 |f:1.2.3,^1:44,46,65,84|. Reported procedure: To a solution of methyl 3-{[(trifluoromethyl)sulfonyl]oxy}pyridine-2-carboxylate (148.6 g, 521 mmol) in anhydrous toluene (550 ml) were added potassium carbonate (148.6 g), tetrakis(triphenylphosphine)palladium(0) (6 g), and phenyl boronic acid (70 g, 574 mmol). The reaction was equipped with a mechanical stirring apparatus and heated to reflux for 2 h. The reaction suspension was filtered through a bed of celite and washed with EtOAc. The filtrate was concentrated in vacuo and purified via flas... The reactants are [H-].[Na+] (sodium hydride), [N+](=O)([O-])C=1C=NC=CC1N1CCC(CC1)NC(OC(C)(C)C)=O (tert-butyl N-[1-(3-nitro-4-pyridyl)-4-piperidyl]carbamate), IC (iodomethane). Reagents/catalysts: [Pd] (Pd/C). The solvent is CO (MeOH), CN(C)C=O (DMF). Reaction conditions: temperature 0 celsius, time 1 hour. Yields the product NC=1C=NC=CC1N1CCC(CC1)N(C(OC(C)(C)C)=O)C (tert-butyl (1-(3-aminopyridin-4-yl)piperidin-4-yl)(methyl)carbamate). As a reaction SMILES: [N+:1]([C:4]1[CH:5]=[N:6][CH:7]=[CH:8][C:9]=1[N:10]1[CH2:15][CH2:14][CH:13]([NH:16][C:17](=[O:23])[O:18][C:19]([CH3:22])([CH3:21])[CH3:20])[CH2:12][CH2:11]1)([O-])=O.I[CH3:25].[H-].[Na+]>CN(C=O)C.CO.[Pd]>[NH2:1][C:4]1[CH:5]=[N:6][CH:7]=[CH:8][C:9]=1[N:10]1[CH2:15][CH2:14][CH:13]([N:16]([CH3:25])[C:17](=[O:23])[O:18][C:19]([CH3:22])([CH3:21])[CH3:20])[CH2:12][CH2:11]1 |f:2.3|. Procedure details: To a solution of tert-butyl N-[1-(3-nitro-4-pyridyl)-4-piperidyl]carbamate (2100 mg, 6.514 mmol) (prepared according to methods similar to the one depicted in Step 1 of Preparation N-1) and iodomethane (4.623 g, 2.028 mL, 32.57 mmol) in DMF at 0° C. was added portionwise sodium hydride (312.7 mg, 7.817 mmol). The reaction was stirred at 0° C. for 1 h, and at room temperature for 1 h. The reaction was quenched by pouring the reaction mixture onto a saturated aqueous solution of ammonium chloride,...